From a dataset of the Open Reaction Database (ORD), a public repository of structured organic reaction records. describe an organic reaction: reactants, conditions, products, and yield Yields the product C(#N)C(C(=O)OCC)NCC1=CC=C(C=C1)C1=C(C=CC=C1)S(=O)(=O)N=CN(C)C (ethyl cyano-[[[2'-[[[(dimethylamino)methylene]amino] sulfonyl](1,1'-biphenyl)4-yl]methyl]amino]acetate). Reactants: NC(C(=O)O)C#N.CC1=CC=C(C=C1)S(=O)(=O)OCC (ethyl mono (4-methylbenzenesulfonate) aminocyano-acetate), CN(C)C=NS(=O)(=O)C=1C(=CC=CC1)C1=CC=C(C=C1)C=O (N-[(dimethylamino) methylene]-4'-formyl-(1,1'-biphenyl)-2-sulfonamide), C(#N)[BH3-].[Na+] (sodium cyano borohydride). RXN SMILES: [NH2:1][CH:2]([C:6]#[N:7])[C:3]([OH:5])=[O:4].[CH3:8][C:9]1C=CC(S(OCC)(=O)=O)=CC=1.[CH3:21][N:22]([CH:24]=[N:25][S:26]([C:29]1[C:30]([C:35]2[CH:40]=[CH:39][C:38]([CH:41]=O)=[CH:37][CH:36]=2)=[CH:31][CH:32]=[CH:33][CH:34]=1)(=[O:28])=[O:27])[CH3:23].C([BH3-])#N.[Na+]>ClCCl>[C:6]([CH:2]([NH:1][CH2:41][C:38]1[CH:39]=[CH:40][C:35]([C:30]2[CH:31]=[CH:32][CH:33]=[CH:34][C:29]=2[S:26]([N:25]=[CH:24][N:22]([CH3:23])[CH3:21])(=[O:28])=[O:27])=[CH:36][CH:37]=1)[C:3]([O:5][CH2:8][CH3:9])=[O:4])#[N:7] |f:0.1,3.4|. Reaction conditions: time 18 hour. Reported procedure: 2 g of ethyl mono (4-methylbenzenesulfonate) aminocyano acetate of Stage B of Example 1 and 1.9 g of N-[(dimethylamino) methylene]-4'-formyl-(1,1'-biphenyl)-2-sulfonamide of Stage A of Example 1 were stirred in dichloromethane at 35° for 3 hours and then 0.396 g of sodium cyano borohydride were added. The solution was stirred at ambient temperature for 18 hours and the reaction mixture was filtered, washed with water and evaporated. After chromatography on silica (dichloromethane-ethyl acetate 8... Isolated yield 29.9%. Solvent: ClCCl (dichloromethane).